This data is from the Open Reaction Database (ORD), a public repository of structured organic reaction records. The task is: describe an organic reaction: reactants, conditions, products, and yield Starting materials: CS(=O)(=O)CC1=CC=C(C=C1)[N+](=O)[O-] (1-(methylsulfonylmethyl)-4-nitrobenzene), C(=O)[O-].[NH4+] (ammonium formate). Reagents/catalysts: [Fe] (iron). Run in CCOC(=O)C (EtOAc), CCO (EtOH), O (H2O). Conditions: temperature 90 celsius. The product is CS(=O)(=O)CC=1C=C(N)C=CC1 (3-(methylsulfonylmethyl)aniline). Isolated yield 71.3%. RXN SMILES: [CH3:1][S:2]([CH2:5][C:6]1[CH:11]=[CH:10][C:9]([N+]([O-])=O)=[CH:8][CH:7]=1)(=[O:4])=[O:3].C([O-])=O.[NH4+:18]>CCO.O.CCOC(C)=O.[Fe]>[CH3:1][S:2]([CH2:5][C:6]1[CH:11]=[C:10]([CH:9]=[CH:8][CH:7]=1)[NH2:18])(=[O:4])=[O:3] |f:1.2|. Procedure: To a mixture of 1-(methylsulfonylmethyl)-4-nitrobenzene (0.77 g, 3.56 mmol) in EtOH (10 mL) and H2O (5 mL) was added iron (1.0 g, 17.82 mmol) and ammonium formate (2.25 g, 35.6 mmol). After heating at 90° C. for 2 h, it was diluted with EtOAc, washed with saturated NaHCO3, brine, dried and concentrated to give 3-(methylsulfonylmethyl)aniline (0.47 g). The solvent is C(C)O (ethanol). Reported procedure: 4.0 M Sodium hydroxide in water (0.3 mL, 1 mmol) was added to a mixture of 5-{3-[1-(4-amino-3-methyl-1H-pyrazolo[3,4-d]pyrimidin-1-yl)ethyl]-5-chloro-2-methoxy-6-methylphenyl}nicotinonitrile (0.090 g, 0.21 mmol) in ethanol (1.0 mL) and the mixture was then heated at 95° C. for 6 h. At this time, conc. HCl was added to adjust PH to ˜3. The solvent was removed and the residue was used in the next step without further purification LCMS calculated for C22H22ClN6O3 (M+H)+: m/z=453.1; Found: 453.2. Product: Cl.Cl.NC1=C2C(=NC=N1)N(N=C2C)C(C)C=2C(=C(C(=C(C2)Cl)C)C=2C=NC=C(C(=O)O)C2)OC (5-(3-(1-(4-Amino-3-methyl-1H-pyrazolo[3,4-d]pyrimidin-1-yl)ethyl)-5-chloro-2-methoxy-6-methylphenyl)nicotinic acid dihydrochloride). Run at temperature 95 celsius. The reactants are Cl (HCl), [OH-].[Na+] (Sodium hydroxide), O (water), NC1=C2C(=NC=N1)N(N=C2C)C(C)C=2C(=C(C(=C(C2)Cl)C)C=2C=NC=C(C#N)C2)OC (5-{3-[1-(4-amino-3-methyl-1H-pyrazolo[3,4-d]pyrimidin-1-yl)ethyl]-5-chloro-2-methoxy-6-methylphenyl}nicotinonitrile). RXN SMILES: [OH-:1].[Na+].[OH2:3].[NH2:4][C:5]1[N:10]=[CH:9][N:8]=[C:7]2[N:11]([CH:15]([C:17]3[C:18]([O:33][CH3:34])=[C:19]([C:25]4[CH:26]=[N:27][CH:28]=[C:29]([CH:32]=4)[C:30]#N)[C:20]([CH3:24])=[C:21]([Cl:23])[CH:22]=3)[CH3:16])[N:12]=[C:13]([CH3:14])[C:6]=12.[ClH:35]>C(O)C>[ClH:23].[ClH:35].[NH2:4][C:5]1[N:10]=[CH:9][N:8]=[C:7]2[N:11]([CH:15]([C:17]3[C:18]([O:33][CH3:34])=[C:19]([C:25]4[CH:26]=[N:27][CH:28]=[C:29]([CH:32]=4)[C:30]([OH:3])=[O:1])[C:20]([CH3:24])=[C:21]([Cl:23])[CH:22]=3)[CH3:16])[N:12]=[C:13]([CH3:14])[C:6]=12 |f:0.1,6.7.8|. Reactants: NC1=NC=C(C=C1S(=O)(=O)N[C@@H]1CN(CC1)C)Br ((S)-2-amino-5-bromo-N-(1-methylpyrrolidin-3-yl)pyridine-3-sulfonamide), CC1(CC=2C(=NC=NC2C(=C1)C)N1CCOC2=C(C1)C=C(C=C2)B(O)O)C ([4-(6,6,8-trimethyl-5,6-dihydroquinazolin-4-yl)-2,3,4,5-tetrahydro-1,4-benzoxazepin-7-yl]boronic acid). The product is NC1=NC=C(C=C1S(=O)(=O)N[C@H]1CN(CC1)C)C=1C=CC2=C(CN(CCO2)C2=NC=NC=3C(=CC(CC23)(C)C)C)C1 (2-amino-N-[(3R)-1-methylpyrrolidin-3-yl]-5-[4-(6,6,8-trimethyl-5,6-dihydroquinazolin-4-yl)-2,3,4,5-tetrahydro-1,4-benzoxazepin-7-yl]pyridine-3-sulfonamide). Reaction SMILES: [NH2:1][C:2]1[C:7]([S:8]([NH:11][C@H:12]2[CH2:16][CH2:15][N:14]([CH3:17])[CH2:13]2)(=[O:10])=[O:9])=[CH:6][C:5](Br)=[CH:4][N:3]=1.[CH3:19][C:20]1([CH3:45])[CH:29]=[C:28]([CH3:30])[C:27]2[N:26]=[CH:25][N:24]=[C:23]([N:31]3[CH2:37][C:36]4[CH:38]=[C:39](B(O)O)[CH:40]=[CH:41][C:35]=4[O:34][CH2:33][CH2:32]3)[C:22]=2[CH2:21]1>>[NH2:1][C:2]1[C:7]([S:8]([NH:11][C@@H:12]2[CH2:16][CH2:15][N:14]([CH3:17])[CH2:13]2)(=[O:10])=[O:9])=[CH:6][C:5]([C:39]2[CH:40]=[CH:41][C:35]3[O:34][CH2:33][CH2:32][N:31]([C:23]4[C:22]5[CH2:21][C:20]([CH3:19])([CH3:45])[CH:29]=[C:28]([CH3:30])[C:27]=5[N:26]=[CH:25][N:24]=4)[CH2:37][C:36]=3[CH:38]=2)=[CH:4][N:3]=1. Procedure details: Synthesized according to the method of example 5 using (S)-2-amino-5-bromo-N-(1-methylpyrrolidin-3-yl)pyridine-3-sulfonamide (reagent preparation 25) and [4-(6,6,8-trimethyl-5,6-dihydroquinazolin-4-yl)-2,3,4,5-tetrahydro-1,4-benzoxazepin-7-yl]boronic acid (reagent preparation 23) in step 1. 1H NMR (400 MHz, d6-DMSO): 8.52 (d, 1H), 8.37 (s, 1H), 8.12 (s, H), 8.06 (d, 1H), 7.56 (d, 1H), 7.45 (dd, 1H), 7.02 (d, 1H), 6.69 (br s, 2H), 6.12 (s, 1H), 4.62 (s, 2H), 4.32 (br t, 2H), 3.84 (br m, 2H), 3.63... The reactants are (S)(-)-butanetriol, C1(=CC=C(C=C1)S(=O)(=O)O)C (p-toluenesulfonic acid), COC(CC)(CC)OC (3,3-dimethoxypentane), C(O)([O-])=O.[Na+] (sodium hydrogencarbonate). Conditions: time 16 hour. Product: C(C)C1(OC[C@@H](O1)CCO)CC ((S)-2,2-diethyl-4-(2-hydroxyethyl)-1,3-dioxolane). As a reaction SMILES: [C:1]1([CH3:11])C=CC(S(O)(=O)=O)=CC=1.C(=O)([O-])[OH:13].[Na+].[CH3:17][O:18][C:19]([O:24][CH3:25])([CH2:22][CH3:23])[CH2:20][CH3:21]>>[CH2:20]([C:19]1([CH2:22][CH3:23])[O:24][C@@H:25]([CH2:11][CH2:1][OH:13])[CH2:17][O:18]1)[CH3:21] |f:1.2|. Procedure details: In 150 ml of 3,3-dimethoxypentane was dissolved 25 g of (S)(-)-butanetriol, and 0.1 g of p-toluenesulfonic acid was added to the solution. The solution was stirred for 16 hr to conduct a reaction. The resultant reaction mixture was poured into a saturated aqueous solution of sodium hydrogencarbonate, the reaction product was extracted with an ether, and the extract was washed with a saturated saline solution. The solvent was distilled off from the extract as washed, and the resultant residue was... Starting materials: O=C(CBr)NCCCn1c(-c2ccc(N3CCOCC3)cc2)csc1=Nc1ccc(F)cc1, O=C([O-])O, C1CCNC1, CN(C)C=O, [Na+]. Product: O=C(CN1CCCC1)NCCCn1c(-c2ccc(N3CCOCC3)cc2)csc1=Nc1ccc(F)cc1. Reaction SMILES: [Br:1][CH2:2][C:3](=[O:4])[NH:5][CH2:6][CH2:7][CH2:8][n:9]1[c:10](=[N:26][c:27]2[cH:28][cH:29][c:30]([F:33])[cH:31][cH:32]2)[s:11][cH:12][c:13]1-[c:14]1[cH:15][cH:16][c:17]([N:20]2[CH2:21][CH2:22][O:23][CH2:24][CH2:25]2)[cH:18][cH:19]1.[C:39](=[O:40])([O-:41])[OH:42].[CH2:34]1[CH2:35][CH2:36][NH:37][CH2:38]1.[CH3:44][N:45]([CH3:46])[CH:47]=[O:48].[Na+:43]>>[CH2:2]([C:3](=[O:4])[NH:5][CH2:6][CH2:7][CH2:8][n:9]1[c:10](=[N:26][c:27]2[cH:28][cH:29][c:30]([F:33])[cH:31][cH:32]2)[s:11][cH:12][c:13]1-[c:14]1[cH:15][cH:16][c:17]([N:20]2[CH2:21][CH2:22][O:23][CH2:24][CH2:25]2)[cH:18][cH:19]1)[N:37]1[CH2:36][CH2:35][CH2:34][CH2:38]1. Starting materials: [Li]CCCC, COCOCc1coc(-c2ccccc2)n1, CN(C)C=O, CCCCCC, CCOCC, Cl. Yields the product COCOCc1nc(-c2ccccc2)oc1C=O. Reaction SMILES: [CH2:17]([Li:18])[CH2:19][CH2:20][CH3:21].[CH3:1][O:2][CH2:3][O:4][CH2:5][c:6]1[n:7][c:8](-[c:11]2[cH:12][cH:13][cH:14][cH:15][cH:16]2)[o:9][cH:10]1.[CH3:22][N:23]([CH:24]=[O:25])[CH3:26].[CH3:28][CH2:29][CH2:30][CH2:31][CH2:32][CH3:33].[CH3:34][CH2:35][O:36][CH2:37][CH3:38].[ClH:27]>>[CH3:1][O:2][CH2:3][O:4][CH2:5][c:6]1[n:7][c:8](-[c:11]2[cH:12][cH:13][cH:14][cH:15][cH:16]2)[o:9][c:10]1[CH:24]=[O:25]. Starting materials: ClC1=NC(=CC2=CC(=CC=C12)OC)NC1=NNC=C1 ((1-chloro-6-methoxy-isoquinolin-3-yl)-(1H-pyrazol-3-yl)-amine), S1C=C(C=C1)B(O)O (3-thiophene boronic acid). The product is COC=1C=C2C=C(N=C(C2=CC1)C1=CSC=C1)NC1=NNC=C1 ((6-methoxy-1-thiophen-3-yl-isoquinolin-3-yl)-(1H-pyrazol-3-yl)-amine). As a reaction SMILES: Cl[C:2]1[C:11]2[C:6](=[CH:7][C:8]([O:12][CH3:13])=[CH:9][CH:10]=2)[CH:5]=[C:4]([NH:14][C:15]2[CH:19]=[CH:18][NH:17][N:16]=2)[N:3]=1.[S:20]1[CH:24]=[CH:23][C:22](B(O)O)=[CH:21]1>>[CH3:13][O:12][C:8]1[CH:7]=[C:6]2[C:11](=[CH:10][CH:9]=1)[C:2]([C:22]1[CH:23]=[CH:24][S:20][CH:21]=1)=[N:3][C:4]([NH:14][C:15]1[CH:19]=[CH:18][NH:17][N:16]=1)=[CH:5]2. Procedure details: Similar procedure as described in example 131 was used, starting from (1-chloro-6-methoxy-isoquinolin-3-yl)-(1H-pyrazol-3-yl)-amine and 3-thiophene boronic acid to give (6-methoxy-1-thiophen-3-yl-isoquinolin-3-yl)-(1H-pyrazol-3-yl)-amine. LC-MS m/e 323(MH+). The reactants are Cl (hydrochloric acid), COC1=C(C=CC(=C1)CNCCCNCCCCNCCCN)O.CS(=O)(=O)O.C(C)(=O)NN1N=CC=2CCCCC12 (dl-5 acetamido-4,5,6,7-tetrahydro-1H-indazole methane sulfonate), CS(=O)(=O)[O-] (methane sulfonate). Yields the product COC1=C(C=CC(=C1)CNCCCNCCCCNCCCN)O.Cl.Cl.NN1N=CC=2CCCCC12 (dl-5 Amino-4,5,6,7-tetrahydro-1H-indazole dihydrochloride), COC1=C(C=CC(=C1)CNCCCNCCCCNCCCN)O.Cl.Cl.NN1N=C2CCCCC2=C1 (dl-5 amino-4,5,6,7-tetrahydro-2H-indazole dihydrochloride). Reaction SMILES: [CH3:1][O:2][C:3]1[CH:8]=[C:7]([CH2:9][NH:10][CH2:11][CH2:12][CH2:13][NH:14][CH2:15][CH2:16][CH2:17][CH2:18][NH:19][CH2:20][CH2:21][CH2:22][NH2:23])[CH:6]=[CH:5][C:4]=1[OH:24].CS(O)(=O)=O.C([NH:33][N:34]1[C:42]2[CH2:41][CH2:40][CH2:39][CH2:38][C:37]=2[CH:36]=[N:35]1)(=O)C.CS([O-])(=O)=O.[ClH:48]>>[CH3:1][O:2][C:3]1[CH:8]=[C:7]([CH2:9][NH:10][CH2:11][CH2:12][CH2:13][NH:14][CH2:15][CH2:16][CH2:17][CH2:18][NH:19][CH2:20][CH2:21][CH2:22][NH2:23])[CH:6]=[CH:5][C:4]=1[OH:24].[ClH:48].[ClH:48].[NH2:33][N:34]1[C:42]2[CH2:41][CH2:40][CH2:39][CH2:38][C:37]=2[CH:36]=[N:35]1.[CH3:1][O:2][C:3]1[CH:8]=[C:7]([CH2:9][NH:10][CH2:11][CH2:12][CH2:13][NH:14][CH2:15][CH2:16][CH2:17][CH2:18][NH:19][CH2:20][CH2:21][CH2:22][NH2:23])[CH:6]=[CH:5][C:4]=1[OH:24].[ClH:48].[ClH:48].[NH2:10][N:35]1[CH:36]=[C:37]2[C:42]([CH2:41][CH2:40][CH2:39][CH2:38]2)=[N:34]1 |f:0.1.2,5.6.7.8,9.10.11.12|. Procedure details: A solution of 950 mg. of a mixture of dl-5-acetamido-4,5,6,7-tetrahydro-1H-indazole methane sulfonate and the 2H-tautomer methane sulfonate in 50 ml. of 6N aqueous hydrochloric acid was refluxed under a nitrogen atmosphere for sixty minutes. The reaction mixture was cooled and the volatile constituents removed by evaporation in vacuo. The resulting residue was dissolved in ethanol, and the ethanol solution concentrated and cooled. dl-5-Amino-4,5,6,7-tetrahydro-1H-indazole dihydrochloride and dl-... Starting materials: NC1=CC=C(C=C1)N1N=C(C=C1C(F)(F)F)C(F)(F)F (1-(4′-aminophenyl)-3,5-bis(trifluoromethyl)pyrazole), C(C)I (ethyl iodide), CCN(C(C)C)C(C)C (Hunig's base). Solvent: CN(C=O)C (N,N-dimethylformamide), O (water). Run at temperature 50 celsius. Yields the product FC(C1=NN(C(=C1)C(F)(F)F)C1=CC=C(C=C1)CCN)(F)F ({4-[3,5-bis(Trifluoromethyl)pyrazol-1-yl]phenyl}ethylamine). Yield: 24.0%. RXN SMILES: N[C:2]1[CH:7]=[CH:6][C:5]([N:8]2[C:12]([C:13]([F:16])([F:15])[F:14])=[CH:11][C:10]([C:17]([F:20])([F:19])[F:18])=[N:9]2)=[CH:4][CH:3]=1.[CH2:21](I)[CH3:22].CC[N:26](C(C)C)C(C)C>CN(C)C=O.O>[F:20][C:17]([F:18])([F:19])[C:10]1[CH:11]=[C:12]([C:13]([F:14])([F:15])[F:16])[N:8]([C:5]2[CH:6]=[CH:7][C:2]([CH2:21][CH2:22][NH2:26])=[CH:3][CH:4]=2)[N:9]=1. Procedure details: A mixture of 1-(4′-aminophenyl)-3,5-bis(trifluoromethyl)pyrazole (0.15 g, 0.58 mmol), ethyl iodide (0.10 mL, 1.26 mmol), and Hunig's base (0.20 mL, 1.14 mmol) in N,N-dimethylformamide (10 mL) was heated to 50° C. under argon with stirring. After 24 hours the mixture was diluted with water, and extracted with ethyl acetate. The organic phase was washed with water (4×25 mL), brine, dried (magnesium sulfate) and concentrated. The residue was purified by flash chromatography (ethyl acetate/hexanes) ...